Task: describe an organic reaction: reactants, conditions, products, and yield. Dataset: the Open Reaction Database (ORD), a public repository of structured organic reaction records Reactants: CC1(N2CCC[C@H]2C[C@H](C1)NC1=NC(=NC=C1F)NC=1C(=CC(=C(C1)N1N=NN(C1=O)C)Br)F)C (1-(5-(4-((7R,8aS)-octahydro-5,5-dimethylindolizin-7-ylamino)-5-fluoropyrimidin-2-ylamino)-2-bromo-4-fluorophenyl)-4-methyl-1H-tetrazol-5(4H)-one), C(C#C)O (propargyl alcohol), C1(=CC=CC=C1)P(C1=CC=CC=C1)C1=CC=CC=C1 (Triphenylphosphine), C(C)(C)N(CC)C(C)C (diisopropylethylamine). Reaction SMILES: [CH3:1][C:2]1([CH3:35])[CH2:10][C@H:9]([NH:11][C:12]2[C:17]([F:18])=[CH:16][N:15]=[C:14]([NH:19][C:20]3[C:21]([F:34])=[CH:22][C:23](Br)=[C:24]([N:26]4[C:30](=[O:31])[N:29]([CH3:32])[N:28]=[N:27]4)[CH:25]=3)[N:13]=2)[CH2:8][C@H:7]2[N:3]1[CH2:4][CH2:5][CH2:6]2.C1(P(C2C=CC=CC=2)C2C=CC=CC=2)C=CC=CC=1.C(N(C(C)C)CC)(C)C.[CH2:64]([OH:67])[C:65]#[CH:66]>[Cu]I.C1C=CC(P(C2C=CC=CC=2)[C-]2C=CC=C2)=CC=1.C1C=CC(P(C2C=CC=CC=2)[C-]2C=CC=C2)=CC=1.Cl[Pd]Cl.[Fe+2].O1CCOCC1>[CH3:1][C:2]1([CH3:35])[CH2:10][C@H:9]([NH:11][C:12]2[C:17]([F:18])=[CH:16][N:15]=[C:14]([NH:19][C:20]3[C:21]([F:34])=[CH:22][C:23]([C:66]#[C:65][CH2:64][OH:67])=[C:24]([N:26]4[C:30](=[O:31])[N:29]([CH3:32])[N:28]=[N:27]4)[CH:25]=3)[N:13]=2)[CH2:8][C@H:7]2[N:3]1[CH2:4][CH2:5][CH2:6]2 |f:5.6.7.8|. Reaction conditions: temperature 110 celsius. Procedure: 1-(5-(4-((7R,8aS)-octahydro-5,5-dimethylindolizin-7-ylamino)-5-fluoropyrimidin-2-ylamino)-2-bromo-4-fluorophenyl)-4-methyl-1H-tetrazol-5(4H)-one (304.5 mg, 0.55 mmol) was weighed out and added to a reaction tube with magnetic stir bar. Triphenylphosphine (43.5 mg, 0.17 mmol) and copper(I) iodide (12.9 mg, 0.068 mmol) were then weighed out and added. 11 mL dioxane was added, followed by diisopropylethylamine (0.65 mL, 3.73 mmol) and propargyl alcohol (0.054 mL, 0.93 mmol). The reaction was subjec... Reagents/catalysts: [Cu]I (copper(I) iodide), C1=CC=C(C=C1)P([C-]2C=CC=C2)C3=CC=CC=C3.C1=CC=C(C=C1)P([C-]2C=CC=C2)C3=CC=CC=C3.Cl[Pd]Cl.[Fe+2] ([1,1′-bis(diphenylphosphino)ferrocene]dichloropalladium). The product is CC1(N2CCC[C@H]2C[C@H](C1)NC1=NC(=NC=C1F)NC=1C(=CC(=C(C1)N1N=NN(C1=O)C)C#CCO)F)C (1-(5-(4-((7R,8aS)-octahydro-5,5-dimethylindolizin-7-ylamino)-5-fluoropyrimidin-2-ylamino)-4-fluoro-2-(3-hydroxyprop-1-ynyl)phenyl)-4-methyl-1H-tetrazol-5(4H)-one). The solvent is O1CCOCC1 (dioxane). The yield is 29.1%. The reactants are ClCCl, CSSC, I, [Na+], [Na+], [Na+], O=S([O-])([O-])=S, Cc1ccc(S(=O)[O-])cc1. The product is CSS(=O)(=O)c1ccc(C)cc1. Reaction SMILES: [CH2:24]([Cl:25])[Cl:26].[CH3:1][S:2][S:3][CH3:4].[I:16].[Na+:15].[Na+:22].[Na+:23].[S:17]([O-:18])([O-:19])(=[O:20])=[S:21].[c:5]1([CH3:14])[cH:6][cH:7][c:8]([S:11](=[O:12])[O-:13])[cH:9][cH:10]1>>[CH3:1][S:2][S:11]([c:8]1[cH:7][cH:6][c:5]([CH3:14])[cH:10][cH:9]1)(=[O:12])=[O:13].